This data is from the Open Reaction Database (ORD), a public repository of structured organic reaction records. The task is: describe an organic reaction: reactants, conditions, products, and yield Reactants: C(C1=CC=CC=C1)O[C@@H]1[C@H]([C@H](O[C@@H]([C@H]1OCC1=CC=CC=C1)COCC1=CC=CC=C1)CI)O ((2S,3R,4R,5R,6R)-4,5-bis(benzyloxy)-6-((benzyloxy)methyl)-2-(iodomethyl)tetrahydro-2H-pyran-3-ol), N1=C(C=CC=C1C)C (2,6-lutidine), [Si](C)(C)(C(C)(C)C)OS(=O)(=O)C(F)(F)F (TBSOTf). Solvent: C(Cl)Cl (DCM), C(Cl)Cl (DCM). Reaction conditions: temperature 0 celsius, time 5 minute. Product: C(C1=CC=CC=C1)O[C@@H]1[C@H]([C@H](O[C@@H]([C@H]1OCC1=CC=CC=C1)COCC1=CC=CC=C1)CI)O[Si](C)(C)C(C)(C)C ((((2S,3R,4S,5R,6R)-4,5-bis(benzyloxy)-6-((benzyloxy)methyl)-2-(iodomethyl)tetrahydro-2H-pyran-3-yl)oxy)(tert-butyl)dimethylsilane). Yield: 87.6%. As a reaction SMILES: [CH2:1]([O:8][C@H:9]1[C@H:14]([O:15][CH2:16][C:17]2[CH:22]=[CH:21][CH:20]=[CH:19][CH:18]=2)[C@@H:13]([CH2:23][O:24][CH2:25][C:26]2[CH:31]=[CH:30][CH:29]=[CH:28][CH:27]=2)[O:12][C@H:11]([CH2:32][I:33])[C@@H:10]1[OH:34])[C:2]1[CH:7]=[CH:6][CH:5]=[CH:4][CH:3]=1.N1C(C)=CC=CC=1C.[Si:43](OS(C(F)(F)F)(=O)=O)([C:46]([CH3:49])([CH3:48])[CH3:47])([CH3:45])[CH3:44]>C(Cl)Cl>[CH2:1]([O:8][C@H:9]1[C@H:14]([O:15][CH2:16][C:17]2[CH:22]=[CH:21][CH:20]=[CH:19][CH:18]=2)[C@@H:13]([CH2:23][O:24][CH2:25][C:26]2[CH:31]=[CH:30][CH:29]=[CH:28][CH:27]=2)[O:12][C@H:11]([CH2:32][I:33])[C@@H:10]1[O:34][Si:43]([C:46]([CH3:49])([CH3:48])[CH3:47])([CH3:45])[CH3:44])[C:2]1[CH:7]=[CH:6][CH:5]=[CH:4][CH:3]=1. Procedure: To a solution of (2S,3R,4R,5R,6R)-4,5-bis(benzyloxy)-6-((benzyloxy)methyl)-2-(iodomethyl)tetrahydro-2H-pyran-3-ol (1.0 g, 1.74 mmol, 1.0 equiv) in dry DCM (10 mL) under nitrogen atmosphere, was added 2,6-lutidine (0.41 mL, 3.5 mmol, 2.0 equiv) at room temperature. The resulting mixture was stirred for 5 minutes. The reaction was cooled to 0° C. and TBSOTf (0.6 mL, 2.6 mmol, 1.5 equiv) was added dropwise. The mixture was then slowly allowed to warm to room temperature. After 1 hour, the mixture w... Starting materials: ClC=1C(N(C=C(N1)Cl)[C@@H](CC)C1CC1)=O (3,5-dichloro-1-[(1S)-1-cyclopropylpropyl]-2(1H)-pyrazinone), Cl.COC=1C=C2CCNC2=C(C1)C (5-methoxy-7-methylindoline hydrochloride). The product is ClC=1N=C(C(N(C1)[C@@H](CC)C1CC1)=O)N1CCC2=CC(=CC(=C12)C)OC (5-Chloro-1-[(1S)-1-cyclopropylpropyl]-3-(5-methoxy-7-methyl-2,3-dihydro-1H-indol-1-yl)-2(1H)-pyrazinone). RXN SMILES: Cl[C:2]1[C:3](=[O:15])[N:4]([C@H:9]([CH:12]2[CH2:14][CH2:13]2)[CH2:10][CH3:11])[CH:5]=[C:6]([Cl:8])[N:7]=1.Cl.[CH3:17][O:18][C:19]1[CH:20]=[C:21]2[C:25](=[C:26]([CH3:28])[CH:27]=1)[NH:24][CH2:23][CH2:22]2>>[Cl:8][C:6]1[N:7]=[C:2]([N:24]2[C:25]3[C:21](=[CH:20][C:19]([O:18][CH3:17])=[CH:27][C:26]=3[CH3:28])[CH2:22][CH2:23]2)[C:3](=[O:15])[N:4]([C@H:9]([CH:12]2[CH2:14][CH2:13]2)[CH2:10][CH3:11])[CH:5]=1 |f:1.2|. Procedure details: Prepared in a similar fashion as described for Example 413 using 3,5-dichloro-1-[(1S)-1-cyclopropylpropyl]-2(1H)-pyrazinone and 5-methoxy-7-methylindoline hydrochloride as the starting materials. mp 156–158° C.; 1H NMR (300 MHz, CDCl3): δ 6.87 (s, 1 H), 6.65 (d, J=1.8 Hz, 1 H), 6.57 (d, J=2.2 Hz, 1 H), 4.35 (t, J=7.7 Hz, 2 H), 4.10–4.02 (m, 1 H), 3.77 (s, 3 H), 3.02 (t, J=7.7 Hz, 2 H), 2.05 (s, 3 H), 1.93–1.73 (m, 2 H), 1.06–0.99 (m, 1 H), 0.95–0.87 (m, 3 H), 0.80–0.73 (m, 1 H), 0.55–0.44 (m, 2 ... Starting materials: C(=O)(O)[O-].[Na+] (NaHCO3), C(C)(C)(C)OC(N[C@@H]1C(N(C[C@@H](CC1)O)C)=O)=O (((3S,6R)-6-hydroxy-1-methyl-2-oxo-azepan-3-yl)-carbamic acid tert-butyl ester), N(=[N+]=[N-])CCCCCCOS(=O)(=O)C(F)(F)F (trifluoro-methanesulfonic acid 6-azido-hexyl ester), NaN(Si(CH3)3)2. The solvent is C1CCOC1 (THF). Conditions: temperature -78 celsius, time 10 minute. Yields the product C(C)(C)(C)OC(N[C@@H]1C(N(C[C@@H](CC1)OCCCCCCN=[N+]=[N-])C)=O)=O ([(3S,6R)-6-(6-azido-hexyloxy)-1-methyl-2-oxo-azepan-3-yl]-carbamic acid tert-butyl ester). Yield: 32.1%. As a reaction SMILES: [C:1]([O:5][C:6](=[O:18])[NH:7][C@H:8]1[CH2:14][CH2:13][C@@H:12]([OH:15])[CH2:11][N:10]([CH3:16])[C:9]1=[O:17])([CH3:4])([CH3:3])[CH3:2].[N:19]([CH2:22][CH2:23][CH2:24][CH2:25][CH2:26][CH2:27]OS(C(F)(F)F)(=O)=O)=[N+:20]=[N-:21].C([O-])(O)=O.[Na+]>C1COCC1>[C:1]([O:5][C:6](=[O:18])[NH:7][C@H:8]1[CH2:14][CH2:13][C@@H:12]([O:15][CH2:27][CH2:26][CH2:25][CH2:24][CH2:23][CH2:22][N:19]=[N+:20]=[N-:21])[CH2:11][N:10]([CH3:16])[C:9]1=[O:17])([CH3:4])([CH3:2])[CH3:3] |f:2.3|. Procedure details: To a stirred solution of ((3S,6R)-6-hydroxy-1-methyl-2-oxo-azepan-3-yl)-carbamic acid tert-butyl ester (0.70 g, 2.6 mmol) in THF (5 mL) cooled to −78° C. is added NaN(Si(CH3)3)2 (2.8 mL 1M THF, 2.8 mmol). After 10 min trifluoro-methanesulfonic acid 6-azido-hexyl ester (0.76 g, 3.1 mmol) is added neat and stirred for 10 min at −78° C. then warmed and stirred at room temperature for 1 h. NaHCO3 (5 mL 1M H2O) is added and the solution is partitioned with H2O/EtOAc, the EtOAc extract is dried with N... Reactants: NC1=C(C=CC=C1N)O (2,3-diaminophenol), C(O)([O-])=O.[Na+] (sodium hydrogen carbonate), CC(=O)C=O (pyruvic aldehyde). Run in C(C)(=O)O (acetic acid), C(C)(=O)[O-].[Na+] (sodium acetate). Reaction conditions: temperature 60 celsius, time 40 minute. Product: OC=1C=CC=C2N=CC(=NC12)C (8-hydroxy-2-methylquinoxaline). RXN SMILES: [NH2:1][C:2]1[C:7]([NH2:8])=[CH:6][CH:5]=[CH:4][C:3]=1[OH:9].[CH3:10][C:11]([CH:13]=O)=O.C(=O)([O-])O.[Na+]>C(O)(=O)C.C([O-])(=O)C.[Na+]>[OH:9][C:3]1[CH:4]=[CH:5][CH:6]=[C:7]2[C:2]=1[N:1]=[C:11]([CH3:13])[CH:10]=[N:8]2 |f:2.3,5.6|. Reported procedure: To a suspension of 2,3-diaminophenol (2.93 g) in 2M aqueous acetic acid solution (47 ml) and 4M aqueous sodium acetate solution (29 ml) was added 40% aqueous pyruvic aldehyde solution (3.79 ml) at 60° C. The reaction mixture was stirred at 60° C. for 40 minutes. After cooling the reaction mixture was adjusted to pH 8 with saturated sodium hydrogen carbonate and extracted with dichloromethane (50 ml) twice. The organic layer was washed with saturated sodium hydrogen carbonate, water and brine. Af... Reactants: aqueous solution, [OH-].[Na+] (sodium hydroxide), C(=O)C1=NC2=CC=C(C=C2C(=N1)NCC1=CC2=C(C=C1)OCO2)OC (2-formyl-4-(3,4-methylenedioxybenzyl)amino-6-methoxyquinazoline). Reagents/catalysts: [Ag-]=O (silver (I) oxide). Solvent: O1CCOCC1 (1,4-dioxane). Conditions: temperature 60 celsius, time 30 minute. Yields the product C(=O)(O)C1=NC2=CC=C(C=C2C(=N1)NCC1=CC2=C(C=C1)OCO2)OC (2-Carboxy-4-(3,4-methylenedioxybenzyl)amino-6-methoxyquinazoline). The yield is 55.0%. Reaction SMILES: [OH-:1].[Na+].[CH:3]([C:5]1[N:14]=[C:13]([NH:15][CH2:16][C:17]2[CH:22]=[CH:21][C:20]3[O:23][CH2:24][O:25][C:19]=3[CH:18]=2)[C:12]2[C:7](=[CH:8][CH:9]=[C:10]([O:26][CH3:27])[CH:11]=2)[N:6]=1)=[O:4]>O1CCOCC1.[Ag-]=O>[C:3]([C:5]1[N:14]=[C:13]([NH:15][CH2:16][C:17]2[CH:22]=[CH:21][C:20]3[O:23][CH2:24][O:25][C:19]=3[CH:18]=2)[C:12]2[C:7](=[CH:8][CH:9]=[C:10]([O:26][CH3:27])[CH:11]=2)[N:6]=1)([OH:1])=[O:4] |f:0.1|. Procedure: 1.00 g of silver (I) oxide and 15 ml of a 1N aqueous solution of sodium hydroxide were added to a solution of 0.59 g (1.8 mmol) of the 2-formyl-4-(3,4-methylenedioxybenzyl)amino-6-methoxyquinazoline prepared in Example 141 in 20 ml of 1,4-dioxane. The obtained mixture was stirred at 60° C. After 30 minutes, the reaction mixture was filtered through Celite and the filter cake was washed with a small amount of dioxane and water. The filtrate and washings were neutralized with 1N hydrochloric acid ... Reactants: Cl.ClC1=CC=C(C(=O)N(C)[C@H]2[C@@H](CN(CC2)C(=O)C2NCCCC2)C2=CC(=C(C=C2)Cl)Cl)C=C1 (4-chloro-N-[(3R,4R)-3-(3,4-dichlorophenyl)-1-(piperidin-2-ylcarbonyl)piperidin-4-yl]-N-methylbenzamide monohydrochloride), C(C1=CC=CC=C1)(=O)Cl (benzoyl chloride). Product: ClC1=CC=C(C(=O)N(C)[C@H]2[C@@H](CN(CC2)C(=O)C2N(CCCC2)C(=O)C2=CC=CC=C2)C2=CC(=C(C=C2)Cl)Cl)C=C1 (4-chloro-N-[(3R,4R)-3-(3,4-dichlorophenyl)-1-{[1-(phenylcarbonyl)piperidin-2-yl]carbonyl}piperidin-4-yl]-N-methylbenzamide). RXN SMILES: Cl.[Cl:2][C:3]1[CH:34]=[CH:33][C:6]([C:7]([N:9]([C@@H:11]2[CH2:16][CH2:15][N:14]([C:17]([CH:19]3[CH2:24][CH2:23][CH2:22][CH2:21][NH:20]3)=[O:18])[CH2:13][C@H:12]2[C:25]2[CH:30]=[CH:29][C:28]([Cl:31])=[C:27]([Cl:32])[CH:26]=2)[CH3:10])=[O:8])=[CH:5][CH:4]=1.[C:35](Cl)(=[O:42])[C:36]1[CH:41]=[CH:40][CH:39]=[CH:38][CH:37]=1>>[Cl:2][C:3]1[CH:34]=[CH:33][C:6]([C:7]([N:9]([C@@H:11]2[CH2:16][CH2:15][N:14]([C:17]([CH:19]3[CH2:24][CH2:23][CH2:22][CH2:21][N:20]3[C:35]([C:36]3[CH:41]=[CH:40][CH:39]=[CH:38][CH:37]=3)=[O:42])=[O:18])[CH2:13][C@H:12]2[C:25]2[CH:30]=[CH:29][C:28]([Cl:31])=[C:27]([Cl:32])[CH:26]=2)[CH3:10])=[O:8])=[CH:5][CH:4]=1 |f:0.1|. Procedure details: Using the compound obtained in Example 545 and benzoyl chloride, and by the reaction and purification in the same manner as in Example 39, the title compound was obtained. Starting materials: CN1C2=NC(=NC(=C2N=C1CC1CCNCC1)N1CCOCC1)N1C(=NC2=C1C=CC=C2)C (4-(9-methyl-2-(2-methyl-1H-benzo[d]imidazol-1-yl)-8-(piperidin-4-ylmethyl)-9H-purin-6-yl)morpholine), BrC(C(=O)N)C (2-bromopropionamide). Product: CN1C2=NC(=NC(=C2N=C1CC1CCN(CC1)[C@H](C(=O)N)C)N1CCOCC1)N1C(=NC2=C1C=CC=C2)C ((S)-2-(4-((9-methyl-2-(2-methyl-1H-benzo[d]imidazol-1-yl)-6-morpholino-9H-purin-8-yl)methyl)piperidin-1-yl)propanamide). Reaction SMILES: [CH3:1][N:2]1[C:10]([CH2:11][CH:12]2[CH2:17][CH2:16][NH:15][CH2:14][CH2:13]2)=[N:9][C:8]2[C:3]1=[N:4][C:5]([N:24]1[C:28]3[CH:29]=[CH:30][CH:31]=[CH:32][C:27]=3[N:26]=[C:25]1[CH3:33])=[N:6][C:7]=2[N:18]1[CH2:23][CH2:22][O:21][CH2:20][CH2:19]1.Br[CH:35]([CH3:39])[C:36]([NH2:38])=[O:37]>>[CH3:1][N:2]1[C:10]([CH2:11][CH:12]2[CH2:17][CH2:16][N:15]([C@@H:35]([CH3:39])[C:36]([NH2:38])=[O:37])[CH2:14][CH2:13]2)=[N:9][C:8]2[C:3]1=[N:4][C:5]([N:24]1[C:28]3[CH:29]=[CH:30][CH:31]=[CH:32][C:27]=3[N:26]=[C:25]1[CH3:33])=[N:6][C:7]=2[N:18]1[CH2:19][CH2:20][O:21][CH2:22][CH2:23]1. Reported procedure: Following General Procedure C, 4-(9-methyl-2-(2-methyl-1H-benzo[d]imidazol-1-yl)-8-(piperidin-4-ylmethyl)-9H-purin-6-yl)morpholine and 2-bromopropionamide were reacted to give the racemic mixture. The enantiomers were separated by SFC to give 560. LCMS m/z: 259.7 (2M+H+)